This data is from the Open Reaction Database (ORD), a public repository of structured organic reaction records. The task is: describe an organic reaction: reactants, conditions, products, and yield Starting materials: O=C1N2[C@H](C=3N(C4=C1C=CC=C4)C=NC3C(=O)OCC)CCC2 (ethyl (S)-11,12,13,13a-tetrahydro-9-oxo-9H-imidazo[1,5-a]pyrrolo[2,1-c][1,4]benzodiazepine-1-carboxylate), COC1=CC=C(C=C1)P1(SP(S1)(C1=CC=C(C=C1)OC)=S)=S (2,4-bis(p-methoxyphenyl)-1,3,2,4-dithiadiphosphetane-2,4-disulphide). Run in C1(=CC=CC=C1)C (toluene). Product: S=C1N2[C@H](C=3N(C4=C1C=CC=C4)C=NC3C(=O)OCC)CCC2 (ethyl (S)-11,12,13,13a-tetrahydro-9-thioxo-9H-imidazo[1,5-a]pyrrolo[2,1-c][1,4]benzodiazepine-1-carboxylate). Reaction SMILES: O=[C:2]1[C:8]2[CH:9]=[CH:10][CH:11]=[CH:12][C:7]=2[N:6]2[CH:13]=[N:14][C:15]([C:16]([O:18][CH2:19][CH3:20])=[O:17])=[C:5]2[C@@H:4]2[CH2:21][CH2:22][CH2:23][N:3]12.COC1C=CC(P2(=S)SP(=S)(C3C=CC(OC)=CC=3)[S:33]2)=CC=1>C1(C)C=CC=CC=1>[S:33]=[C:2]1[C:8]2[CH:9]=[CH:10][CH:11]=[CH:12][C:7]=2[N:6]2[CH:13]=[N:14][C:15]([C:16]([O:18][CH2:19][CH3:20])=[O:17])=[C:5]2[C@@H:4]2[CH2:21][CH2:22][CH2:23][N:3]12. Procedure: A mixture of 5.0 g (0.0161 mol) of ethyl (S)-11,12,13,13a-tetrahydro-9-oxo-9H-imidazo[1,5-a]pyrrolo[2,1-c][1,4]benzodiazepine-1-carboxylate and 3.46 g (0.0086 mol) of 2,4-bis(p-methoxyphenyl)-1,3,2,4-dithiadiphosphetane-2,4-disulphide is heated to boiling under reflux for 1.5 hours with 30 ml of toluene. This solution is chromatographed on silica gel using ethyl acetate for the elution. There is obtained ethyl (S)-11,12,13,13a-tetrahydro-9-thioxo-9H-imidazo[1,5-a]pyrrolo[2,1-c][1,4]benzodiazepin... Reactants: Cl.N1(N=NC=C1)C1CCNCC1 (4-(1,2,3-triazol-1-yl)piperidine hydrochloride), C1CCC2=NCCCN2CC1 (DBU), FC=1C(=C2C=3N([C@H](CO2)C)C=C(C(C3C1)=O)C(=O)O)F ((-)-9,10-difluoro-3(S)-methyl-7-oxo-2,3-dihydro-7H-pyrido [1,2,3-de]-1,4-benzoxazine-6-carboxylic acid). Solvent: C(C)#N (acetonitrile). Reaction conditions: time 48 hour. Yields the product FC=1C(=C2C=3N([C@H](CO2)C)C=C(C(C3C1)=O)C(=O)O)N1CCC(CC1)N1N=NC=C1 ((-)-9-Fluoro-3(S)-methyl-10-[4-(1,2,3-triazol-1-yl) piperidin-1-yl]-7-oxo-2,3-dihydro-7-H-pyrido-[1,2,3-de]-1,4-benzoxazine-6-carboxylic acid). RXN SMILES: Cl.[N:2]1([CH:7]2[CH2:12][CH2:11][NH:10][CH2:9][CH2:8]2)[CH:6]=[CH:5][N:4]=[N:3]1.C1CCN2C(=NCCC2)CC1.[F:24][C:25]1[C:26](F)=[C:27]2[O:32][CH2:31][C@H:30]([CH3:33])[N:29]3[CH:34]=[C:35]([C:40]([OH:42])=[O:41])[C:36](=[O:39])[C:37]([CH:38]=1)=[C:28]23>C(#N)C>[F:24][C:25]1[C:26]([N:10]2[CH2:11][CH2:12][CH:7]([N:2]3[CH:6]=[CH:5][N:4]=[N:3]3)[CH2:8][CH2:9]2)=[C:27]2[O:32][CH2:31][C@H:30]([CH3:33])[N:29]3[CH:34]=[C:35]([C:40]([OH:42])=[O:41])[C:36](=[O:39])[C:37]([CH:38]=1)=[C:28]23 |f:0.1|. Procedure: 4-(1,2,3-triazol-1-yl)piperidine hydrochloride (100 mg) and DBU (80 mg) were added to a suspension of (-)-9,10-difluoro-3(S)-methyl-7-oxo-2,3-dihydro-7H-pyrido [1,2,3-de]-1,4-benzoxazine-6-carboxylic acid in acetonitrile (5 ml). The reaction mixture was refluxed for 48 hrs followed by stirring at room temperature for an additional 48 hrs. The reaction mixture was concentrated and the residue was diluted with water. The separated solid was filtered, washed with water and dried to yield 30 mg of d... The reactants are C[Si](C=1C=C(N)C=CC1)(C)C (m-trimethylsilylaniline), N1=CC=CC=C1 (pyridine), ClC(=O)C1=CC=C(C(=O)OC)C=C1 (methyl p-chloroformylbenzoate), O (water). Solvent: C1=CC=CC=C1 (benzene). Reaction conditions: time 20 hour. Product: C[Si](C=1C=C(C=CC1)NC(=O)C1=CC=C(C(=O)OC)C=C1)(C)C (Methyl 4-(3-Trimethylsilylphenylcarbamoyl)benzoate). The yield is 101.7%. RXN SMILES: [CH3:1][Si:2]([CH3:11])([CH3:10])[C:3]1[CH:4]=[C:5]([CH:7]=[CH:8][CH:9]=1)[NH2:6].N1C=CC=CC=1.Cl[C:19]([C:21]1[CH:30]=[CH:29][C:24]([C:25]([O:27][CH3:28])=[O:26])=[CH:23][CH:22]=1)=[O:20].O>C1C=CC=CC=1>[CH3:1][Si:2]([CH3:11])([CH3:10])[C:3]1[CH:4]=[C:5]([NH:6][C:19]([C:21]2[CH:30]=[CH:29][C:24]([C:25]([O:27][CH3:28])=[O:26])=[CH:23][CH:22]=2)=[O:20])[CH:7]=[CH:8][CH:9]=1. Reported procedure: To a solution of 135 mg (0.817 mmol) of m-trimethylsilylaniline in 8 ml of dry benzene were added 1.0 ml of dry pyridine and 179 mg (0.900 mmol) of methyl p-chloroformylbenzoate, successively. The mixture was stirred at room temperature for 20 hours. To the reaction mixture was added water and the aqueous solution was extracted with AcOEt. The extract was washed successively with water, sat.eq.NaHCO3 and sat.ag.NaCl, dried and evaporated to give 272 mg of white powder, which was purified by colu... The reactants are CCOC(=O)C(C)(C)Br, CCO, [K+], CC(=O)SCC1CCOCC1, [OH-]. The product is CCOC(=O)C(C)(C)SCC1CCOCC1. RXN SMILES: [Br:14][C:15]([C:16](=[O:17])[O:18][CH2:19][CH3:20])([CH3:21])[CH3:22].[CH3:23][CH2:24][OH:25].[K+:2].[O:3]1[CH2:4][CH2:5][CH:6]([CH2:9][S:10][C:11](=[O:12])[CH3:13])[CH2:7][CH2:8]1.[OH-:1]>>[O:3]1[CH2:4][CH2:5][CH:6]([CH2:9][S:10][C:15]([C:16](=[O:17])[O:18][CH2:19][CH3:20])([CH3:21])[CH3:22])[CH2:7][CH2:8]1. Starting materials: Cl, F[B-](F)(F)F, [H+], O=N[O-], Nc1ccc(Cl)cc1, [Na+], O. Yields the product F[B-](F)(F)F, N#[N+]c1ccc(Cl)cc1. Reaction SMILES: [ClH:19].[F:13][B-:14]([F:15])([F:16])[F:17].[H+:18].[N:9]([O-:10])=[O:11].[NH2:1][c:2]1[cH:3][cH:4][c:5]([Cl:6])[cH:7][cH:8]1.[Na+:12].[OH2:20]>>[F:13][B-:14]([F:15])([F:16])[F:17].[N+:1]([c:2]1[cH:3][cH:4][c:5]([Cl:6])[cH:7][cH:8]1)#[N:9]. Starting materials: C(C)(=O)C1=C(C(=C(OCCC(C(=O)O)C)C=C1)CCC)O (4-(4-Acetyl-3-hydroxy-2-propylphenoxy)-2-methyl butanoic acid), N1=CC(=CC=C1)CCCCN (3-pyridine butanamine). The product is C(C)(=O)C1=C(C(=C(OCCC(C(=O)NCCCCC=2C=NC=CC2)C)C=C1)CCC)O (4-(4-acetyl-3-hydroxy-2-propylphenoxy)-2-methyl-N-[4-(3-pyridinyl)butyl]butanamide). As a reaction SMILES: [C:1]([C:4]1[CH:17]=[CH:16][C:7]([O:8][CH2:9][CH2:10][CH:11]([CH3:15])[C:12]([OH:14])=O)=[C:6]([CH2:18][CH2:19][CH3:20])[C:5]=1[OH:21])(=[O:3])[CH3:2].[N:22]1[CH:27]=[CH:26][CH:25]=[C:24]([CH2:28][CH2:29][CH2:30][CH2:31][NH2:32])[CH:23]=1>>[C:1]([C:4]1[CH:17]=[CH:16][C:7]([O:8][CH2:9][CH2:10][CH:11]([CH3:15])[C:12]([NH:32][CH2:31][CH2:30][CH2:29][CH2:28][C:24]2[CH:23]=[N:22][CH:27]=[CH:26][CH:25]=2)=[O:14])=[C:6]([CH2:18][CH2:19][CH3:20])[C:5]=1[OH:21])(=[O:3])[CH3:2]. Procedure details: 4-(4-Acetyl-3-hydroxy-2-propylphenoxy)-2-methyl butanoic acid was allowed to react with 3-pyridine butanamine according to procedure A and the product was purified by HPLC to give 4-(4-acetyl-3-hydroxy-2-propylphenoxy)-2-methyl-N-[4-(3-pyridinyl)butyl]butanamide, the title compound as an oil in 89% yield. The reactants are Fc1ccnc(Cl)c1, [K+], [K+], NCCn1nc(-c2ccccc2)ccc1=O, O=C([O-])[O-], CN(C)C=O. Product: O=c1ccc(-c2ccccc2)nn1CCNc1ccnc(Cl)c1. Reaction SMILES: [Cl:17][c:18]1[n:19][cH:20][cH:21][c:22]([F:24])[cH:23]1.[K+:25].[K+:26].[NH2:1][CH2:2][CH2:3][n:4]1[n:5][c:6](-[c:11]2[cH:12][cH:13][cH:14][cH:15][cH:16]2)[cH:7][cH:8][c:9]1=[O:10].[O-:27][C:28]([O-:29])=[O:30].[O:31]=[CH:32][N:33]([CH3:34])[CH3:35]>>[NH:1]([CH2:2][CH2:3][n:4]1[n:5][c:6](-[c:11]2[cH:12][cH:13][cH:14][cH:15][cH:16]2)[cH:7][cH:8][c:9]1=[O:10])[c:22]1[cH:21][cH:20][n:19][c:18]([Cl:17])[cH:23]1. The reactants are O=C([O-])O, ClCCl, Nc1ccccc1C1C=CCC1, O=C(Cl)CCl, [Na+], O. Yields the product O=C(CCl)Nc1ccccc1C1C=CCC1. Reaction SMILES: [C:13](=[O:14])([OH:15])[O-:16].[CH2:23]([Cl:24])[Cl:25].[CH:1]1([c:6]2[c:7]([NH2:8])[cH:9][cH:10][cH:11][cH:12]2)[CH:2]=[CH:3][CH2:4][CH2:5]1.[Cl:18][CH2:19][C:20](=[O:21])[Cl:22].[Na+:17].[OH2:26]>>[CH:1]1([c:6]2[c:7]([NH:8][C:20]([CH2:19][Cl:18])=[O:21])[cH:9][cH:10][cH:11][cH:12]2)[CH:2]=[CH:3][CH2:4][CH2:5]1. Starting materials: CC(C)(C)OC(=O)N1CCC(COCc2cc(Br)cc([N+](=O)[O-])c2)(c2ccccc2)CC1, CC(C)(C)OC(=O)OC(C)(C)C, CCOC(C)=O, [Na+], [OH-], O, O, Cl[Sn]Cl. Product: CC(C)(C)OC(=O)N1CCC(COCc2cc(N)cc(Br)c2)(c2ccccc2)CC1. Reaction SMILES: [Br:1][c:2]1[cH:3][c:4]([CH2:5][O:6][CH2:7][C:8]2([c:21]3[cH:22][cH:23][cH:24][cH:25][cH:26]3)[CH2:9][CH2:10][N:11]([C:14](=[O:15])[O:16][C:17]([CH3:18])([CH3:19])[CH3:20])[CH2:12][CH2:13]2)[cH:27][c:28]([N+:30]([O-:31])=[O:32])[cH:29]1.[C:38](=[O:39])([O:40][C:41]([CH3:42])([CH3:43])[CH3:44])[O:45][C:46]([CH3:47])([CH3:48])[CH3:49].[CH3:52][CH2:53][O:54][C:55](=[O:56])[CH3:57].[Na+:51].[OH-:50].[OH2:33].[OH2:34].[Sn:35]([Cl:36])[Cl:37]>>[Br:1][c:2]1[cH:3][c:4]([CH2:5][O:6][CH2:7][C:8]2([c:21]3[cH:22][cH:23][cH:24][cH:25][cH:26]3)[CH2:9][CH2:10][N:11]([C:14](=[O:15])[O:16][C:17]([CH3:18])([CH3:19])[CH3:20])[CH2:12][CH2:13]2)[cH:27][c:28]([NH2:30])[cH:29]1.